Dataset: the Open Reaction Database (ORD), a public repository of structured organic reaction records. Task: describe an organic reaction: reactants, conditions, products, and yield Yields the product N1N=CC2=C(C=CC=C12)C=1N=C(C2=C(N1)C=C(S2)CN(C(COC)=O)C)N2CCOCC2 (N-((2-(1H-indazol-4-yl)-4-morpholinothieno[3,2-d]pyrimidin-6-yl)methyl)-2-methoxy-N-methylacetamide). Procedure: 1-(2-Chloro-4-morpholinothieno[3,2-d]pyrimidin-6-yl)-N-methylmethanamine 55 from Example 11a (0.22 g) was reacted with methoxyacetyl chloride (1.2 eq) followed by Suzuki coupling of 4-(4,4,5,5-tetramethyl-1,3,2-dioxaborolan-2-yl)1H-indazole 7 as per General Procedure K. Complete reaction was confirmed by LCMS and the reaction was concentrated in vacuo to give 52.7 mg of 403 after RP-HPLC purification (52% yield). MS (Q1) 453.2 (M)+ The reactants are ClC=1N=C(C2=C(N1)C=C(S2)CNC)N2CCOCC2 (1-(2-Chloro-4-morpholinothieno[3,2-d]pyrimidin-6-yl)-N-methylmethanamine), COCC(=O)Cl (methoxyacetyl chloride), CC1(OB(OC1(C)C)C1=C2C=NNC2=CC=C1)C (4-(4,4,5,5-tetramethyl-[1,3,2]dioxaborolan-2-yl)-1H-indazole). Reaction SMILES: Cl[C:2]1[N:3]=[C:4]([N:14]2[CH2:19][CH2:18][O:17][CH2:16][CH2:15]2)[C:5]2[S:10][C:9]([CH2:11][NH:12][CH3:13])=[CH:8][C:6]=2[N:7]=1.[CH3:20][O:21][CH2:22][C:23](Cl)=[O:24].CC1(C)C(C)(C)OB([C:34]2[CH:42]=[CH:41][CH:40]=[C:39]3[C:35]=2[CH:36]=[N:37][NH:38]3)O1>>[NH:38]1[C:39]2[C:35](=[C:34]([C:2]3[N:3]=[C:4]([N:14]4[CH2:19][CH2:18][O:17][CH2:16][CH2:15]4)[C:5]4[S:10][C:9]([CH2:11][N:12]([CH3:13])[C:23](=[O:24])[CH2:22][O:21][CH3:20])=[CH:8][C:6]=4[N:7]=3)[CH:42]=[CH:41][CH:40]=2)[CH:36]=[N:37]1. Yield: 52.0%. The reactants are C(=C)C1CC=CCC1 (4-vinylcyclohexene), C1C=CC2C1C3CC2C4C3C5CC4C=C5 (tricyclopentadiene), endo-5-(3-cyclohexen-1-yl)-2-norbornene, isomeric adducts, exo-5-(3-cyclohexen-1-yl)-2-norbornene, C1C=CC2C1C3CC2C=C3 (Dicyclopentadiene), C(=C)C1CC=CCC1 (4-vinylcyclohexene), C1C=CC2C1C3CC2C=C3 (dicyclopentadiene), C(=C)C1=CCCCC1 (vinylcyclohexene), C1C=CC2C1C3CC2C=C3 (dicyclopentadiene), C1=CC=CC1 (cyclopentadiene). Run in C1CCCCC1 (cyclohexane). The product is C1(CC=CCC1)C1C2C=CC(C1)C2 (5-(3-cyclohexen-1-yl)bicyclo[2.2.1]hept-2-ene). RXN SMILES: C1C2C3C=CC(C2C=C1)C3.C(C1CCC=CC1)=C.C(C1CCCCC=1)=C.C1CC=CC=1.[CH2:32]1[CH:36]2[CH:37]3[CH:41]4[CH:42]5[CH:46]=[CH:45][CH:44]([CH:40]4[CH:39]([CH:35]2C=[CH:33]1)[CH2:38]3)C5>C1CCCCC1>[CH:41]1([CH:37]2[CH2:38][CH:39]3[CH2:35][CH:36]2[CH:32]=[CH:33]3)[CH2:40][CH2:44][CH:45]=[CH:46][CH2:42]1. Procedure details: Dicyclopentadiene and 4-vinylcyclohexene in equimolar mixture were heated in an autoclave at 240° C. for 4-4.5 hours. The reaction product was diluted with cyclohexane and passed through a packed bed of alumina to remove the t-butylcatechol inhibitor introduced with the reactants. The resulting product mixture was distilled in a wiped film evaporator at 3 mm Hg pressure at 90° C. to produce a light fraction containing unreacted vinylcyclohexene and dicyclopentadiene and the mono-adducts of 4-vin...